Dataset: the Open Reaction Database (ORD), a public repository of structured organic reaction records. Task: describe an organic reaction: reactants, conditions, products, and yield The reactants are [Br-], CCCCCCCCc1ccc2c(c1)CCCC2=O, CCOC(C)=O, ClC(Cl)Cl. Product: CCCCCCCCc1ccc2c(c1)CCC(Br)C2=O. RXN SMILES: [Br-:1].[CH2:2]([CH2:3][CH2:4][CH2:5][CH2:6][CH2:7][CH2:8][CH3:9])[c:10]1[cH:11][c:12]2[c:17]([cH:18][cH:19]1)[C:16](=[O:20])[CH2:15][CH2:14][CH2:13]2.[CH3:21][CH2:22][O:23][C:24](=[O:25])[CH3:26].[CH:27]([Cl:28])([Cl:29])[Cl:30]>>[Br:1][CH:15]1[CH2:14][CH2:13][c:12]2[cH:11][c:10]([CH2:2][CH2:3][CH2:4][CH2:5][CH2:6][CH2:7][CH2:8][CH3:9])[cH:19][cH:18][c:17]2[C:16]1=[O:20]. Reported procedure: A 300 milliliter Parr minibomb was charged with orcinol monohydrate, 42 grams, 0.3 mole and di-n-butylamine, 128 milliliters. The bomb was sealed and heated to 200° C. At this temperature the internal pressure of the bomb was 90 pounds per square inch as registered on the gauge. After 48 hours at 200°, the bomb was cooled and the light brown syrup analyzed by thin-layer chromatography. The excess di-n-butylamine was removed by distillation at 20 Torr and the product was further purified by filtr... Yields the product C(CCC)N(C=1C=C(C=C(C1)C)O)CCCC (3-dibutylamino-5-methylphenol). The reactants are O.C1(=CC(O)=CC(C)=C1)O (orcinol monohydrate), C(CCC)NCCCC (di-n-butylamine). As a reaction SMILES: O.[C:2]1([OH:10])[CH:9]=[C:7]([CH3:8])[CH:6]=[C:4](O)[CH:3]=1.[CH2:11]([NH:15][CH2:16][CH2:17][CH2:18][CH3:19])[CH2:12][CH2:13][CH3:14]>>[CH2:11]([N:15]([CH2:16][CH2:17][CH2:18][CH3:19])[C:4]1[CH:3]=[C:2]([OH:10])[CH:9]=[C:7]([CH3:8])[CH:6]=1)[CH2:12][CH2:13][CH3:14] |f:0.1|. Isolated yield 61.0%. Conditions: temperature 200 celsius, time 48 hour. Starting materials: OCc1ccc(C(F)(F)F)cn1, O=S(Cl)Cl. Product: FC(F)(F)c1ccc(CCl)nc1. Reaction SMILES: [F:1][C:2]([c:3]1[cH:4][cH:5][c:6]([CH2:9][OH:10])[n:7][cH:8]1)([F:11])[F:12].[S:13]([Cl:14])([Cl:15])=[O:16]>>[F:1][C:2]([c:3]1[cH:4][cH:5][c:6]([CH2:9][Cl:15])[n:7][cH:8]1)([F:11])[F:12]. Reactants: C(C)NC1=CC=C(C=C1)Cl (N-ethyl-4-chloroaniline), solution, C[Al](C)C (trimethylaluminium), hexanes, COC(=O)[C@@H]1C[C@@H](N(C2=CC=CC=C12)C(=O)C1=CC=NC=C1)C (cis-2-methyl-1-(pyridine-4-carbonyl)-1,2,3,4-tetrahydro-quinoline-4-carboxylic acid methyl ester), aluminum amide. Run in C1(=CC=CC=C1)C (toluene). Product: ClC1=CC=C(C=C1)N(C(=O)[C@H]1C[C@@H](N(C2=CC=CC=C12)C(=O)C1=CC=NC=C1)C)CC ((±)-trans-2-methyl-1-(pyridine-4-carbonyl)-1,2,3,4-tetrahydro-quinoline-4-carboxylic acid (4-chloro-phenyl)-ethyl-amide). Isolated yield 11.0%. RXN SMILES: [CH2:1]([NH:3][C:4]1[CH:9]=[CH:8][C:7]([Cl:10])=[CH:6][CH:5]=1)[CH3:2].C[Al](C)C.CO[C:17]([C@H:19]1[C:28]2[C:23](=[CH:24][CH:25]=[CH:26][CH:27]=2)[N:22]([C:29]([C:31]2[CH:36]=[CH:35][N:34]=[CH:33][CH:32]=2)=[O:30])[C@@H:21]([CH3:37])[CH2:20]1)=[O:18]>C1(C)C=CC=CC=1>[Cl:10][C:7]1[CH:8]=[CH:9][C:4]([N:3]([CH2:1][CH3:2])[C:17]([C@@H:19]2[C:28]3[C:23](=[CH:24][CH:25]=[CH:26][CH:27]=3)[N:22]([C:29]([C:31]3[CH:36]=[CH:35][N:34]=[CH:33][CH:32]=3)=[O:30])[C@@H:21]([CH3:37])[CH2:20]2)=[O:18])=[CH:5][CH:6]=1. Procedure details: To a solution of N-ethyl-4-chloroaniline (650 mg, 4.18 mmol) in anhydrous toluene at 10° C. was slowly added a 2M solution of trimethylaluminium in hexanes (2.1 mL, 4.18 mmol). The reaction mixture was stirred at room temperature until gas evolution stopped. A second round bottom flask was charged with cis-2-methyl-1-(pyridine-4-carbonyl)-1,2,3,4-tetrahydro-quinoline-4-carboxylic acid methyl ester (370 mg, 1.19 mmol) and the preformed aluminum amide was added. The resulting reaction mixture was ... Starting materials: C(C)(=O)N(C(=O)OCOC([C@@H](C(C)C)NC(=O)OC(C)(C)C)=O)C[C@H]1CN(C(O1)=O)C1=CC(=C(C=C1)C1CCS(CC1)(=O)=O)F (2(R)-tert-butoxycarbonylamino-3-methyl-butyric acid (acetyl-{3-[4-(1,1-dioxo-hexahydro-1λ6-thiopyran-4-yl)-3-fluoro-phenyl]-2-oxo-oxazolidin-5(R)-ylmethyl}-carbamoyloxy)-methyl ester), Cl (HCl), C1(=CC=CC=C1)OC (anisole), C1CCOC1 (THF). Solvent: O1CCOCC1 (dioxane). Product: Cl.C(C)(=O)N(C(=O)OCOC([C@@H](C(C)C)N)=O)C[C@H]1CN(C(O1)=O)C1=CC(=C(C=C1)C1CCS(CC1)(=O)=O)F (2(R)-amino-3-methyl-butyric acid (acetyl-{3-[4-(1,1-dioxo-hexahydro-1λ6-thiopyran-4-yl)-3-fluoro-phenyl]-2-oxo-oxazolidin-5(R)-ylmethyl}-carbamoyloxy)-methyl ester hydrochloride). Isolated yield 51.0%. As a reaction SMILES: [C:1]([N:4]([CH2:24][C@@H:25]1[O:29][C:28](=[O:30])[N:27]([C:31]2[CH:36]=[CH:35][C:34]([CH:37]3[CH2:42][CH2:41][S:40](=[O:44])(=[O:43])[CH2:39][CH2:38]3)=[C:33]([F:45])[CH:32]=2)[CH2:26]1)[C:5]([O:7][CH2:8][O:9][C:10](=[O:23])[C@H:11]([NH:15]C(OC(C)(C)C)=O)[CH:12]([CH3:14])[CH3:13])=[O:6])(=[O:3])[CH3:2].C1(OC)C=CC=CC=1.C1COCC1.[ClH:59]>O1CCOCC1>[ClH:59].[C:1]([N:4]([CH2:24][C@@H:25]1[O:29][C:28](=[O:30])[N:27]([C:31]2[CH:36]=[CH:35][C:34]([CH:37]3[CH2:42][CH2:41][S:40](=[O:43])(=[O:44])[CH2:39][CH2:38]3)=[C:33]([F:45])[CH:32]=2)[CH2:26]1)[C:5]([O:7][CH2:8][O:9][C:10](=[O:23])[C@H:11]([NH2:15])[CH:12]([CH3:13])[CH3:14])=[O:6])(=[O:3])[CH3:2] |f:5.6|. Procedure: Following general procedure G, 2(R)-tert-Butoxycarbonylamino-3-methyl-butyric acid (acetyl-{3-[4-(1,1-dioxo-hexahydro-1λ6-thiopyran-4-yl)-3-fluoro-phenyl]-2-oxo-oxazolidin-5(R)-ylmethyl}-carbamoyloxy)-methyl ester (12d) (0.89 g, 1.35 mmol), anisole (0.12 mL), THF (25 mL), and 4 M HCl in dioxane (10 mL) gave the title compound in 51% yield (0.41 g). 1H NMR (400 MHz, DMSO): δ 8.52 (br s, 3H), 7.47 (dd, 1H), 7.39 (t, 1H), 7.28 (dd, 1H), 5.98 (d, 1H), 5.93 (d, 1H), 4.80 (m, 1H), 4.14 (m, 2H), 4.03 (... Starting materials: COC1=CC(=C(C(=C1)C)S(=O)(=O)N(C)CC1=CC(=CO1)C(=O)O)C (5-{[(4-methoxy-2,6-dimethyl-benzenesulfonyl)-methyl-amino]-methyl}-furan-3-carboxylic acid), CCN(C(C)C)C(C)C (DIPEA), Cl.CNCC1=CC=C(CN2CC(C2)O)C=C1 (1-(4-methylaminomethyl-benzyl)-azetidin-3-ol hydrochloride), CCN=C=NCCCN(C)C (EDCI), C=1C=CC2=C(C1)N=NN2O (HOBt). Run in C(Cl)Cl (DCM). The product is OC1CN(C1)CC1=CC=C(CN(C(=O)C2=COC(=C2)CN(C)S(=O)(=O)C2=C(C=C(C=C2C)OC)C)C)C=C1 (N-{4-[(3-Hydroxyazetidin-1-yl)methyl]benzyl}-5-({[(4-methoxy-2,6-dimethylphenyl)sulfonyl](methyl)amino}methyl)-N-methylfuran-3-carboxamide). RXN SMILES: [CH3:1][O:2][C:3]1[CH:8]=[C:7]([CH3:9])[C:6]([S:10]([N:13]([CH2:15][C:16]2[O:20][CH:19]=[C:18]([C:21](O)=[O:22])[CH:17]=2)[CH3:14])(=[O:12])=[O:11])=[C:5]([CH3:24])[CH:4]=1.CCN=C=NCCCN(C)C.C1C=CC2N(O)N=NC=2C=1.CCN(C(C)C)C(C)C.Cl.[CH3:56][NH:57][CH2:58][C:59]1[CH:70]=[CH:69][C:62]([CH2:63][N:64]2[CH2:67][CH:66]([OH:68])[CH2:65]2)=[CH:61][CH:60]=1>C(Cl)Cl>[OH:68][CH:66]1[CH2:65][N:64]([CH2:63][C:62]2[CH:69]=[CH:70][C:59]([CH2:58][N:57]([CH3:56])[C:21]([C:18]3[CH:17]=[C:16]([CH2:15][N:13]([S:10]([C:6]4[C:7]([CH3:9])=[CH:8][C:3]([O:2][CH3:1])=[CH:4][C:5]=4[CH3:24])(=[O:11])=[O:12])[CH3:14])[O:20][CH:19]=3)=[O:22])=[CH:60][CH:61]=2)[CH2:67]1 |f:4.5|. Reported procedure: The title compound was prepared according to general procedure BH using 5-{[(4-methoxy-2,6-dimethyl-benzenesulfonyl)-methyl-amino]-methyl}-furan-3-carboxylic acid (35 mg, 0.10 mmol), EDCI (27 mg, 0.14 mmol), HOBt (20 mg, 0.15 mmol), DIPEA (0.04 mL, 0.20 mmol), 1-(4-methylaminomethyl-benzyl)-azetidin-3-ol hydrochloride (29 mg, 0.11 mmol) and DCM (10 mL). Starting materials: CN1C(=NC=2C1=NC=CC2)CCCOC2=CC=C(CC1C(N(C(S1)=O)C(C1=CC=CC=C1)(C1=CC=CC=C1)C1=CC=CC=C1)=O)C=C2 (5-[4-{3-(3-methylimidazo[5,4-b]pyridin-2-yl)propoxy}benzyl]-3-triphenylmethylthiazolidine-2,4-dione), C(C)(=O)O (acetic acid). Solvent: O (water). The product is CN1C(=NC=2C1=NC=CC2)CCCOC2=CC=C(CC1C(NC(S1)=O)=O)C=C2 (5-[4-{3-(3-Methylimidazo[5,4-b]pyridin-2-yl) propox-y}benzyl]thiazolidine-2,4-dione). As a reaction SMILES: [CH3:1][N:2]1[C:6]2=[N:7][CH:8]=[CH:9][CH:10]=[C:5]2[N:4]=[C:3]1[CH2:11][CH2:12][CH2:13][O:14][C:15]1[CH:47]=[CH:46][C:18]([CH2:19][CH:20]2[S:24][C:23](=[O:25])[N:22](C(C3C=CC=CC=3)(C3C=CC=CC=3)C3C=CC=CC=3)[C:21]2=[O:45])=[CH:17][CH:16]=1.C(O)(=O)C>O>[CH3:1][N:2]1[C:6]2=[N:7][CH:8]=[CH:9][CH:10]=[C:5]2[N:4]=[C:3]1[CH2:11][CH2:12][CH2:13][O:14][C:15]1[CH:47]=[CH:46][C:18]([CH2:19][CH:20]2[S:24][C:23](=[O:25])[NH:22][C:21]2=[O:45])=[CH:17][CH:16]=1. Procedure details: A procedure similar to that described in Example 12 was repeated, except that 240 mg of 5-[4-{3-(3-methylimidazo[5,4-b]pyridin-2-yl)propoxy}benzyl]-3-triphenylmethylthiazolidine-2,4-dione (prepared as described in Preparation 35) and 10 ml of a 3:1 by volume mixture of acetic acid and water were used, to give the title compound as a crude product. This crude product was purified by column chromatography through silica gel, using a gradient elution method, with mixtures of hexane and ethyl acetat... Starting materials: ClC1=NC(=NC(=N1)Cl)Cl (2,4,6-trichloro-1,3,5-triazine), COC1=CC=C(C=C1)C1=CC=C(C=C1)C(=O)N (4'-methoxy-4-biphenyl carboxamide), O (water), C(Cl)Cl (methylene chloride). Solvent: CN(C)C=O (DMF), CN(C)C=O (DMF). Run at time 20 hour. The product is C(#N)C1=CC=C(C=C1)C1=CC=C(C=C1)OC (4-cyano-4'-methoxy biphenyl), powder. Isolated yield 72.5%. Reaction SMILES: ClC1N=C(Cl)N=C(Cl)N=1.[CH3:10][O:11][C:12]1[CH:17]=[CH:16][C:15]([C:18]2[CH:23]=[CH:22][C:21]([C:24]([NH2:26])=O)=[CH:20][CH:19]=2)=[CH:14][CH:13]=1.O.C(Cl)Cl>CN(C=O)C>[C:24]([C:21]1[CH:20]=[CH:19][C:18]([C:15]2[CH:16]=[CH:17][C:12]([O:11][CH3:10])=[CH:13][CH:14]=2)=[CH:23][CH:22]=1)#[N:26]. Reported procedure: A fine suspension of 44.2 g (0.24 mol) of 2,4,6-trichloro-1,3,5-triazine in 190 ml of DMF is added to a suspension of 20 g (0.09 mol) of 4'-methoxy-4-biphenyl carboxamide in 370 ml of DMF and is left under agitation for 20 hours. A mixture of 300 ml water and 200 g crushed ice is added to the reaction medium and extraction is carried out with methylene chloride (3×100 ml). The combined organic extracts are washed with water (2×200 ml), dried over magnesium sulphate, and the solvent is eliminated... Reactants: O=C1C=C(CC(C)(C)C1)C (isophorone), C(C)(=O)OC=C (vinyl acetate). Product: CC1(CC(C2CCC2(C1)C)=O)C (4,4,6-trimethyl bicyclo[4.2.0]octane-2-one), C(C)(=O)[O-] (acetate). As a reaction SMILES: O=[C:2]1[CH2:9][C:6]([CH3:8])([CH3:7])[CH2:5][C:4]([CH3:10])=[CH:3]1.[C:11]([O:14][CH:15]=[CH2:16])(=[O:13])[CH3:12]>>[CH3:7][C:6]1([CH3:9])[CH2:5][C:4]2([CH3:10])[CH:14]([CH2:2][CH2:3]2)[C:15](=[O:16])[CH2:8]1.[C:11]([O-:14])(=[O:13])[CH3:12]. Reported procedure: The photochemical reaction system of this invention is illustrated by another dual irradiation in which the inner flask reaction is the same as in Example 1, but in which the photochemical reaction in the outer flask consists in reacting isophorone with vinyl acetate to yield 4,4,6-trimethyl bicyclo[4.2.0]octane-2-one (7 or 8) acetate: ##STR3##